From a dataset of the Open Reaction Database (ORD), a public repository of structured organic reaction records. describe an organic reaction: reactants, conditions, products, and yield Reactants: example 5 ( 1 ), NCC(C(=O)OC)C1(OCCO1)C (methyl 3-amino-2-(2-methyl-[1,3]dioxolan-2-yl)propionate), ClC=1C=C2C(C(=O)OC2=O)=CC1 (4-chlorophthalic anhydride). Procedure: Methyl 3-(5-chloro-1,3-dioxo-1,3-dihydro-isoindol-2-yl)-2-(2-methyl-[1,3]dioxolan-2-yl)propionate was prepared (0.54 g, 73%) in the same manner as described in the above example 5 (1) from methyl 3-amino-2-(2-methyl-[1,3]dioxolan-2-yl)propionate (0.40 g, 2.11 mmol) and 4-chlorophthalic anhydride (0.50 g, 2.74 mmol), and the obtained product was identified with the following NMR data. The product is ClC=1C=C2C(N(C(C2=CC1)=O)CC(C(=O)OC)C1(OCCO1)C)=O (Methyl 3-(5-chloro-1,3-dioxo-1,3-dihydro-isoindol-2-yl)-2-(2-methyl-[1,3]dioxolan-2-yl)propionate). As a reaction SMILES: [NH2:1][CH2:2][CH:3]([C:8]1([CH3:13])[O:12][CH2:11][CH2:10][O:9]1)[C:4]([O:6][CH3:7])=[O:5].[Cl:14][C:15]1[CH:16]=[C:17]2[C:22](=O)[O:21][C:19](=[O:20])[C:18]2=[CH:24][CH:25]=1>>[Cl:14][C:15]1[CH:16]=[C:17]2[C:18](=[CH:24][CH:25]=1)[C:19](=[O:20])[N:1]([CH2:2][CH:3]([C:8]1([CH3:13])[O:9][CH2:10][CH2:11][O:12]1)[C:4]([O:6][CH3:7])=[O:5])[C:22]2=[O:21]. Reactants: NCCC1=CNC=N1 (Histamine), N(=C=S)CC(=O)OCC (ethyl isothiocyanatoacetate). Solvent: C(C)#N (acetonitrile). Run at temperature 25 celsius, time 10 minute. Product: N1C=NC(=C1)CCN1C(NCC1=O)=S (3-(2-(1H-imidazol-4-yl)ethyl)-2-thioxoimidazolidin-4-one). Yield: 79.5%. Reaction SMILES: [NH2:1][CH2:2][CH2:3][C:4]1[N:8]=[CH:7][NH:6][CH:5]=1.[N:9]([CH2:12][C:13](OCC)=[O:14])=[C:10]=[S:11]>C(#N)C>[NH:6]1[CH:5]=[C:4]([CH2:3][CH2:2][N:1]2[C:13](=[O:14])[CH2:12][NH:9][C:10]2=[S:11])[N:8]=[CH:7]1. Procedure details: Histamine (111 mg, 1 mmol) and ethyl isothiocyanatoacetate (145 mg, 1 mmol) were dissolved in acetonitrile (6 mL), and the mixture was stirred at room temperature (25° C.) for 10 minutes. After the reaction was completed the solvent was removed by evaporation under reduced pressure, and the residue was subjected to silica gel column chromatography using chloroform/methanol (4/1 (volume ratio)) as an eluent, to give 3-(2-(1H-imidazol-4-yl)ethyl)-2-thioxoimidazolidin-4-one in a yield of 167 mg (yi... RXN SMILES: [B-:13]([F:14])([F:15])([F:16])[F:17].[C:44]([CH3:45])([CH3:46])([CH3:47])[c:48]1[cH:49][cH:50][c:51]([CH2:52][NH:53][CH2:54][CH2:55][c:56]2[c:57]([F:63])[c:58]([Cl:62])[cH:59][cH:60][cH:61]2)[cH:64][cH:65]1.[CH:35]([N:36]([CH2:37][CH3:38])[CH:39]([CH3:40])[CH3:41])([CH3:42])[CH3:43].[O:66]=[CH:67][N:68]([CH3:69])[CH3:70].[OH2:71].[n:18]1([O:19][C:20]([N:21]([CH3:22])[CH3:23])=[N+:24]([CH3:25])[CH3:26])[c:27]2[cH:28][cH:29][cH:30][cH:31][c:32]2[n:33][n:34]1.[nH:1]1[cH:2][cH:3][c:4]2[cH:5][cH:6][cH:7][c:8]([C:10](=[O:11])[OH:12])[c:9]12>>[nH:1]1[cH:2][cH:3][c:4]2[cH:5][cH:6][cH:7][c:8]([C:10](=[O:12])[N:53]([CH2:52][c:51]3[cH:50][cH:49][c:48]([C:44]([CH3:45])([CH3:46])[CH3:47])[cH:65][cH:64]3)[CH2:54][CH2:55][c:56]3[c:57]([F:63])[c:58]([Cl:62])[cH:59][cH:60][cH:61]3)[c:9]12. Yields the product CC(C)(C)c1ccc(CN(CCc2cccc(Cl)c2F)C(=O)c2cccc3cc[nH]c23)cc1. The reactants are F[B-](F)(F)F, CC(C)(C)c1ccc(CNCCc2cccc(Cl)c2F)cc1, CCN(C(C)C)C(C)C, CN(C)C=O, O, CN(C)C(On1nnc2ccccc21)=[N+](C)C, O=C(O)c1cccc2cc[nH]c12.